Dataset: the Open Reaction Database (ORD), a public repository of structured organic reaction records. Task: describe an organic reaction: reactants, conditions, products, and yield The reactants are C(CC)(=O)O.O[C@@H]1[C@]2(C)[C@@H](CC1)[C@@H]1CCC3=CCCC[C@]3(C=O)[C@H]1CC2 (17β-hydroxy-4-androsten-19-one propionate), C(CC)(=O)O.O[C@@H]1[C@]2(C)[C@@H](CC1)[C@@H]1CCC3=CCC[C@@H]([C@]3(C=O)[C@H]1CC2)C (17β-hydroxy-1α-methyl-4-androsten-19-one propionate). Product: O[C@@H]1[C@]2(C)[C@@H](CC1)[C@@H]1CCC3=CCCC[C@]3(C=O)[C@H]1CC2 (17β-hydroxy-4-androsten-19-one). Reaction SMILES: C(O)(=O)CC.[OH:6][C@H:7]1[CH2:12][CH2:11][C@H:10]2[C@H:13]3[C@H:24]([CH2:25][CH2:26][C@:8]12[CH3:9])[C@:21]1([CH:22]=[O:23])[C:16](=[CH:17][CH2:18][CH2:19][CH2:20]1)[CH2:15][CH2:14]3.C(O)(=O)CC.O[C@H]1CC[C@H]2[C@H]3[C@H](CC[C@]12C)[C@]1(C=O)C(=CCC[C@@H]1C)CC3>>[OH:6][C@H:7]1[CH2:12][CH2:11][C@H:10]2[C@H:13]3[C@H:24]([CH2:25][CH2:26][C@:8]12[CH3:9])[C@:21]1([CH:22]=[O:23])[C:16](=[CH:17][CH2:18][CH2:19][CH2:20]1)[CH2:15][CH2:14]3 |f:0.1,2.3|. Reported procedure: Substituting 17β-hydroxy-4-androsten-19-one propionate for the 17β-hydroxy-1α-methyl-4-androsten-19-one propionate above results in the preparation of 17β-hydroxy-4-androsten-19-one.